Dataset: the Open Reaction Database (ORD), a public repository of structured organic reaction records. Task: describe an organic reaction: reactants, conditions, products, and yield The reactants are ClCC(=O)Cl (chloroacetyl chloride), C([O-])(O)=O.[Na+] (sodium bicarbonate), O (water), NC=1C=C(C=CC1O)CCCCCCC1=CC(=C(C=C1)O)N (1,6-bis(3-amino-4-hydroxyphenyl)hexane), CC(=O)CC(C)C (isobutyl methyl ketone). Yields the product O1CC(NC2=C1C=CC(=C2)CCCCCCC=2C=CC1=C(NC(CO1)=O)C2)=O (1,6-Bis[2H-1,4-benzoxazine-3(4H)-one-6yl]hexane). Reaction SMILES: [NH2:1][C:2]1[CH:3]=[C:4]([CH2:9][CH2:10][CH2:11][CH2:12][CH2:13][CH2:14][C:15]2[CH:20]=[CH:19][C:18]([OH:21])=[C:17]([NH2:22])[CH:16]=2)[CH:5]=[CH:6][C:7]=1[OH:8].C(=O)(O)[O-].[Na+].O.Cl[CH2:30][C:31](Cl)=[O:32].[CH3:34][C:35](CC(C)C)=[O:36]>>[O:8]1[C:7]2[CH:6]=[CH:5][C:4]([CH2:9][CH2:10][CH2:11][CH2:12][CH2:13][CH2:14][C:15]3[CH:20]=[CH:19][C:18]4[O:21][CH2:34][C:35](=[O:36])[NH:22][C:17]=4[CH:16]=3)=[CH:3][C:2]=2[NH:1][C:31](=[O:32])[CH2:30]1 |f:1.2|. Procedure: To a suspension of 2.1 g (0.007 mol) of 1,6-bis(3-amino-4-hydroxyphenyl)hexane in 10 ml of isobutyl methyl ketone was added 3.0 g (0.0357 mole) of sodium bicarbonate and 10 ml of water. The suspension was stirred in an ice bath and 1.9 g (0.016 mole) of chloroacetyl chloride was added dropwise. The reaction was carried out in a manner similar to that in Example 23 to yield 1.0 g of product of m.p. 219°-225° C. The reactants are CC(=O)O, C1N2CN3CN1CN(C2)C3, COc1ccc(CCN)cc1OC, O=C(O)C(F)(F)F, O. Product: COc1cc2c(cc1OC)CCN=C2. As a reaction SMILES: [C:8]([OH:9])(=[O:10])[CH3:11].[CH2:25]1[N:26]2[CH2:27][N:28]3[CH2:29][N:30]([CH2:31]2)[CH2:32][N:33]1[CH2:34]3.[CH3:12][O:13][c:14]1[cH:15][cH:16][c:17]([CH2:18][CH2:19][NH2:20])[cH:21][c:22]1[O:23][CH3:24].[F:1][C:2]([F:3])([F:4])[C:5]([OH:6])=[O:7].[OH2:35]>>[CH:2]1=[N:20][CH2:19][CH2:18][c:17]2[c:16]1[cH:15][c:14]([O:13][CH3:12])[c:22]([O:23][CH3:24])[cH:21]2.